From a dataset of the Open Reaction Database (ORD), a public repository of structured organic reaction records. describe an organic reaction: reactants, conditions, products, and yield Reactants: C1CCC2=NCCCN2CC1, COC(=O)C(N)Cc1ccccc1, CC#N, O=C=Nc1ccc(Cl)cc1, Cl. Product: COC(=O)C(Cc1ccccc1)NC(=O)Nc1ccc(Cl)cc1. As a reaction SMILES: [CH2:15]1[CH2:16][CH2:17][C:18]2=[N:23][CH2:22][CH2:21][CH2:20][N:19]2[CH2:24][CH2:25]1.[CH3:2][O:3][C:4]([CH:5]([NH2:6])[CH2:7][c:8]1[cH:9][cH:10][cH:11][cH:12][cH:13]1)=[O:14].[CH3:36][C:37]#[N:38].[Cl:26][c:27]1[cH:28][cH:29][c:30]([N:33]=[C:34]=[O:35])[cH:31][cH:32]1.[ClH:1]>>[CH3:2][O:3][C:4]([CH:5]([NH:6][C:34]([NH:33][c:30]1[cH:29][cH:28][c:27]([Cl:26])[cH:32][cH:31]1)=[O:35])[CH2:7][c:8]1[cH:9][cH:10][cH:11][cH:12][cH:13]1)=[O:14].